From a dataset of the Open Reaction Database (ORD), a public repository of structured organic reaction records. describe an organic reaction: reactants, conditions, products, and yield Reactants: C12(CC3CC(CC(C1)C3)C2)C(=O)O (adamantane-1-carboxylic acid), CC=1N=C(SC1C)N (4,5-dimethyl-thiazol-2-ylamine), BrCCCOC (1-bromo-3-methoxypropane), unpurified residue. Run at temperature 85 celsius. Product: COCCCN1/C(/SC(=C1C)C)=N/C(=O)C12CC3CC(CC(C1)C3)C2 (N-[(2Z)-3-(3-methoxypropyl)-4,5-dimethyl-1,3-thiazol-2(3H)-ylidene]adamantane-1-carboxamide). The yield is 46.0%. RXN SMILES: [CH3:1][C:2]1[N:3]=[C:4]([NH2:8])[S:5][C:6]=1[CH3:7].Br[CH2:10][CH2:11][CH2:12][O:13][CH3:14].[C:15]12([C:25](O)=[O:26])[CH2:24][CH:19]3[CH2:20][CH:21]([CH2:23][CH:17]([CH2:18]3)[CH2:16]1)[CH2:22]2>>[CH3:14][O:13][CH2:12][CH2:11][CH2:10][N:3]1[C:2]([CH3:1])=[C:6]([CH3:7])[S:5]/[C:4]/1=[N:8]\[C:25]([C:15]12[CH2:24][CH:19]3[CH2:18][CH:17]([CH2:23][CH:21]([CH2:20]3)[CH2:22]1)[CH2:16]2)=[O:26]. Reported procedure: A mixture of 4,5-dimethyl-thiazol-2-ylamine (0.20 g, 1.6 mmol) and 1-bromo-3-methoxypropane (0.28 g, 1.7 mmol) was heated at 85° C. for 14 hours. After cooling to ambient temperature, the unpurified residue (0.31 g, 1.1 mmol) and adamantane-1-carboxylic acid (0.22 g, 1.2 mmol) were processed as described in Example 3B. Purification by column chromatography (SiO2, 20-40% ethyl acetate/hexanes gradient) afforded 0.20 g (50%) of the title compound. 1H NMR (CDCl3, 300 MHz) δ ppm 1.69-1.79 (m, 6H), 1... Reactants: ClCCl, Cc1nnc2n1-c1sc(CCc3ccc(CO)cc3)cc1C(c1ccccc1Cl)=NC2C, O=[Cr](=O)(O)O, c1ccncc1. The product is Cc1nnc2n1-c1sc(CCc3ccc(C=O)cc3)cc1C(c1ccccc1Cl)=NC2C. As a reaction SMILES: [CH2:44]([Cl:45])[Cl:46].[Cl:12][c:13]1[c:14]([C:19]2=[N:20][CH:21]([CH3:43])[c:22]3[n:23]([c:39]([CH3:42])[n:40][n:41]3)-[c:24]3[c:25]2[cH:26][c:27]([CH2:29][CH2:30][c:31]2[cH:32][cH:33][c:34]([CH2:37][OH:38])[cH:35][cH:36]2)[s:28]3)[cH:15][cH:16][cH:17][cH:18]1.[Cr:7]([OH:8])([OH:9])(=[O:10])=[O:11].[cH:1]1[cH:2][cH:3][n:4][cH:5][cH:6]1>>[Cl:12][c:13]1[c:14]([C:19]2=[N:20][CH:21]([CH3:43])[c:22]3[n:23]([c:39]([CH3:42])[n:40][n:41]3)-[c:24]3[c:25]2[cH:26][c:27]([CH2:29][CH2:30][c:31]2[cH:32][cH:33][c:34]([CH:37]=[O:38])[cH:35][cH:36]2)[s:28]3)[cH:15][cH:16][cH:17][cH:18]1. Reactants: CC1=C(C(=O)Cl)C=CC(=C1)[N+](=O)[O-] (2-Methyl-4-nitro-benzoyl chloride), NC1=NC2=NC(=CC=C2C=C1)Cl (2-amino-7-chloro-1,8-naphthyridine), O (water). Run in N1=CC=CC=C1 (pyridine). The product is CC1=C(C(=O)NC2=NC3=NC(=CC=C3C=C2)Cl)C=CC(=C1)[N+](=O)[O-] (2-methyl-4-nitro-N-(7-chloro-1,8-naphthyridin-2-yl)-benzamide). Isolated yield 94.0%. Reaction SMILES: [CH3:1][C:2]1[CH:10]=[C:9]([N+:11]([O-:13])=[O:12])[CH:8]=[CH:7][C:3]=1[C:4](Cl)=[O:5].[NH2:14][C:15]1[CH:24]=[CH:23][C:22]2[C:17](=[N:18][C:19]([Cl:25])=[CH:20][CH:21]=2)[N:16]=1.O>N1C=CC=CC=1>[CH3:1][C:2]1[CH:10]=[C:9]([N+:11]([O-:13])=[O:12])[CH:8]=[CH:7][C:3]=1[C:4]([NH:14][C:15]1[CH:24]=[CH:23][C:22]2[C:17](=[N:18][C:19]([Cl:25])=[CH:20][CH:21]=2)[N:16]=1)=[O:5]. Reported procedure: 2-Methyl-4-nitro-benzoyl chloride (16.1 g.) is added all at once to a suspension of 2-amino-7-chloro-1,8-naphthyridine (14.5 g.) in pyridine (161 cc.). The temperature rises to 40° C. The mixture is stirred for a further hour and water (640 cc.) is then added. The precipitate is filtered off and washed with water (225 cc.) and then with acetone (150 cc.). After recrystallisation from acetonitrile (1,600 cc.), 2-methyl-4-nitro-N-(7-chloro-1,8-naphthyridin-2-yl)-benzamide (26 g.) melting at 229° C...